From a dataset of the Open Reaction Database (ORD), a public repository of structured organic reaction records. describe an organic reaction: reactants, conditions, products, and yield Reactants: C(C1=CC=CC=C1)N1CCC2=NC=3C=CC=CC3C(=C2CC1)C (3-benzyl-1,2,4,5-tetrahydro-11-methyl- 3H-azepino[4,5-b]quinoline), ClC(=O)OC1=CC=CC=C1 (phenyl chloroformate). Yields the product C1(=CC=CC=C1)OC(=O)N1CCC2=NC=3C=CC=CC3C(=C2CC1)C (1,2,4,5-Tetrahydro-11-methyl-3-azepino[4,5-b]quinoline-carboxylic acid phenyl ester). Yield: 63.0%. RXN SMILES: C([N:8]1[CH2:22][CH2:21][C:20]2[C:11](=[N:12][C:13]3[CH:14]=[CH:15][CH:16]=[CH:17][C:18]=3[C:19]=2[CH3:23])[CH2:10][CH2:9]1)C1C=CC=CC=1.Cl[C:25]([O:27][C:28]1[CH:33]=[CH:32][CH:31]=[CH:30][CH:29]=1)=[O:26]>>[C:28]1([O:27][C:25]([N:8]2[CH2:22][CH2:21][C:20]3[C:11](=[N:12][C:13]4[CH:14]=[CH:15][CH:16]=[CH:17][C:18]=4[C:19]=3[CH3:23])[CH2:10][CH2:9]2)=[O:26])[CH:33]=[CH:32][CH:31]=[CH:30][CH:29]=1. Reported procedure: 1,2,4,5-Tetrahydro-11-methyl-3-azepino[4,5-b]quinoline-carboxylic acid phenyl ester was prepared from 3-benzyl-1,2,4,5-tetrahydro-11-methyl- 3H-azepino[4,5-b]quinoline and phenyl chloroformate analogous to Example 59. The reactants are C(C)(=O)NC1=C(C(=O)O)C=C(C=C1[N+](=O)[O-])F (2-acetamido-5-fluoro-3-nitrobenzoic acid), [OH-].[Na+] (sodium hydroxide), Cl (hydrochloric acid). Solvent: O (water). Conditions: temperature 0 celsius. The product is NC1=C(C(=O)O)C=C(C=C1[N+](=O)[O-])F (2-amino-5-fluoro-3-nitrobenzoic acid). The yield is 87.6%. RXN SMILES: [OH-].[Na+].C([NH:6][C:7]1[C:15]([N+:16]([O-:18])=[O:17])=[CH:14][C:13]([F:19])=[CH:12][C:8]=1[C:9]([OH:11])=[O:10])(=O)C.Cl>O>[NH2:6][C:7]1[C:15]([N+:16]([O-:18])=[O:17])=[CH:14][C:13]([F:19])=[CH:12][C:8]=1[C:9]([OH:11])=[O:10] |f:0.1|. Procedure: A solution containing sodium hydroxide (1.5 g, 38.0 mmol) and water (20 mL) was added to 2-acetamido-5-fluoro-3-nitrobenzoic acid (2.055 g, 8.50 mmol) and allowed to reflux for 4 hours. The reaction was cooled to 0° C. and the solution was acidified with concentrated hydrochloric acid. The precipitate which developed was collected by filtration and dried to give 2-amino-5-fluoro-3-nitrobenzoic acid (1.49 g, 88%) as a light yellow solid which is identical in all respects to the compound in Method... Reactants: C[C@H]1C(N(CCN1)CCCN1CCCCC1)=O ((S)-3-methyl-1-(3-piperidin-1-yl-propyl)-piperazin-2-one), NC=1C=C(C=CC1)C1=CC=CC=C1 (3-aminobiphenyl), N1=CC=CC=C1 (pyridine), ClC(Cl)(Cl)OC(OC(Cl)(Cl)Cl)=O (bis-(trichloromethyl)-carbonate). Solvent: C(C)#N (acetonitrile), C(C)#N (acetonitrile), C(C)#N (acetonitrile). The product is C1(=CC(=CC=C1)NC(=O)N1[C@H](C(N(CC1)CCCN1CCCCC1)=O)C)C1=CC=CC=C1 ((S)-2-Methyl-3-oxo-4-(3-piperidin-1-yl-propyl)-piperazine-1-carboxylic acid biphenyl-3-ylamide). Yield: 176.3%. Reaction SMILES: [NH2:1][C:2]1[CH:3]=[C:4]([C:8]2[CH:13]=[CH:12][CH:11]=[CH:10][CH:9]=2)[CH:5]=[CH:6][CH:7]=1.N1C=CC=CC=1.Cl[C:21]([O:24]C(=O)OC(Cl)(Cl)Cl)(Cl)Cl.[CH3:32][C@@H:33]1[NH:38][CH2:37][CH2:36][N:35]([CH2:39][CH2:40][CH2:41][N:42]2[CH2:47][CH2:46][CH2:45][CH2:44][CH2:43]2)[C:34]1=[O:48]>C(#N)C>[C:4]1([C:8]2[CH:9]=[CH:10][CH:11]=[CH:12][CH:13]=2)[CH:5]=[CH:6][CH:7]=[C:2]([NH:1][C:21]([N:38]2[CH2:37][CH2:36][N:35]([CH2:39][CH2:40][CH2:41][N:42]3[CH2:43][CH2:44][CH2:45][CH2:46][CH2:47]3)[C:34](=[O:48])[C@@H:33]2[CH3:32])=[O:24])[CH:3]=1. Procedure details: A solution of 3-aminobiphenyl (21 mg, 0.13 mmol) and pyridine (11 mg, 0.14 mmol) in acetonitrile (0.5 ml) was added dropwise at 0° C. to a solution of bis-(trichloromethyl)-carbonate (14 mg, 47 μmol) in acetonitrile (0.5 ml). The reaction mixture was allowed to reach room temperature, then a solution of (S)-3-methyl-1-(3-piperidin-1-yl-propyl)-piperazin-2-one (30 mg, 0.13 mmol) in acetonitrile (0.5 ml) was added dropwise. After 30 min the reaction mixture was evaporated. Chromatography (SiO2; di... The reactants are C(C)(C)(C)OC(=O)N1CCN(CC1)C1=C(C=C(C=C1)[N+](=O)[O-])Cl (4-(2-chloro-4-nitrophenyl)piperazine-1-carboxylic acid t-butyl ester), CC1(OB(OC1(C)C)C1=CC(CC(C1)(C)C)(C)C)C (4,4,5,5-tetramethyl-2-(3,3,5,5-tetramethylcyclohex-1-enyl)[1,3,2]dioxaborolane), P(=O)([O-])([O-])[O-].[K+].[K+].[K+] (tripotassium phosphate), O (water). The reagents and catalysts are C=1C=CC(=CC1)[P](C=2C=CC=CC2)(C=3C=CC=CC3)[Pd]([P](C=4C=CC=CC4)(C=5C=CC=CC5)C=6C=CC=CC6)([P](C=7C=CC=CC7)(C=8C=CC=CC8)C=9C=CC=CC9)[P](C=1C=CC=CC1)(C=1C=CC=CC1)C=1C=CC=CC1 (Tetrakis(triphenylphosphine)palladium(0)), C=1C=CC(=CC1)[P](C=2C=CC=CC2)(C=3C=CC=CC3)[Pd]([P](C=4C=CC=CC4)(C=5C=CC=CC5)C=6C=CC=CC6)([P](C=7C=CC=CC7)(C=8C=CC=CC8)C=9C=CC=CC9)[P](C=1C=CC=CC1)(C=1C=CC=CC1)C=1C=CC=CC1 (Tetrakis(triphenylphosphine)palladium(0)). Solvent: C(C)(=O)OCC (Ethyl acetate), COCCOC (1,2-dimethoxyethane). Conditions: time 7 hour. Product: C(C)(C)(C)OC(=O)N1CCN(CC1)C1=C(C=C(C=C1)[N+](=O)[O-])C1=CC(CC(C1)(C)C)(C)C (4-[4-Nitro-2-(3,3,5,5-tetramethylcyclohex-1-enyl)phenyl]piperazine-1-carboxylic acid t-butyl ester). The yield is 14.1%. As a reaction SMILES: [C:1]([O:5][C:6]([N:8]1[CH2:13][CH2:12][N:11]([C:14]2[CH:19]=[CH:18][C:17]([N+:20]([O-:22])=[O:21])=[CH:16][C:15]=2Cl)[CH2:10][CH2:9]1)=[O:7])([CH3:4])([CH3:3])[CH3:2].CC1(C)C(C)(C)OB([C:32]2[CH2:37][C:36]([CH3:39])([CH3:38])[CH2:35][C:34]([CH3:41])([CH3:40])[CH:33]=2)O1.P([O-])([O-])([O-])=O.[K+].[K+].[K+].O>COCCOC.C1C=CC([P]([Pd]([P](C2C=CC=CC=2)(C2C=CC=CC=2)C2C=CC=CC=2)([P](C2C=CC=CC=2)(C2C=CC=CC=2)C2C=CC=CC=2)[P](C2C=CC=CC=2)(C2C=CC=CC=2)C2C=CC=CC=2)(C2C=CC=CC=2)C2C=CC=CC=2)=CC=1.C(OCC)(=O)C>[C:1]([O:5][C:6]([N:8]1[CH2:13][CH2:12][N:11]([C:14]2[CH:19]=[CH:18][C:17]([N+:20]([O-:22])=[O:21])=[CH:16][C:15]=2[C:32]2[CH2:37][C:36]([CH3:39])([CH3:38])[CH2:35][C:34]([CH3:41])([CH3:40])[CH:33]=2)[CH2:10][CH2:9]1)=[O:7])([CH3:4])([CH3:3])[CH3:2] |f:2.3.4.5,^1:61,63,82,101|. Reported procedure: To a solution of 4-(2-chloro-4-nitrophenyl)piperazine-1-carboxylic acid t-butyl ester (5.93 g, 17.3 mmol) produced in Example (88a) in 1,2-dimethoxyethane (70 mL) were added 4,4,5,5-tetramethyl-2-(3,3,5,5-tetramethylcyclohex-1-enyl)[1,3,2]dioxaborolane (5.5 g, 20.8 mmol) produced in Example (4b), tripotassium phosphate (5.51 g, 26 mmol) and water (3 mL). Tetrakis(triphenylphosphine)palladium(0) (1.0 g, 0.865 mmol) was added to the mixture while stirring at room temperature under a nitrogen atmos... The reactants are CC(C)=O, CC(=O)CCCC(C)C(C)C. Product: CC1CCCC(C)(C(C)C)O1. RXN SMILES: [CH3:12][C:13]([CH3:14])=[O:15].[CH3:1][CH:2]([CH2:3][CH2:4][CH2:5][C:6]([CH3:7])=[O:8])[CH:9]([CH3:10])[CH3:11]>>[CH3:1][C:2]1([CH:9]([CH3:10])[CH3:11])[CH2:3][CH2:4][CH2:5][CH:6]([CH3:7])[O:8]1. Starting materials: [Si]1(O[Si](O[Si](O[Si](O[Si](O1)C)C)C)C)C, S(=O)(=O)(c1cc2c3cnc(c(c3)O[C@H](C)c3c(ccc(c3)F)C(N(Cc2cc1)C)=O)N)C. Reagents/catalysts: c1ccc(cc1)-c2c3ccccc3cc4ccccc24 (9-Phenylanthracene), Cl[Ir].[O+]#[C-].P(c1ccccc1)(c2ccccc2)c3ccccc3.P(c4ccccc4)(c5ccccc5)c6ccccc6 (IrClCO(PPh3)2). The solvent is CC1=CC=CC=C1 (Toluene). Reaction conditions: temperature 90 celsius, time 18 hour. The product is C[C@H]1Oc2cc(cnc2N)c3cc(ccc3CN(C)Cc4ccc(F)cc14)S(=O)(=O)C. Reaction SMILES: C[SiH]1O[SiH](C)O[SiH](C)O[SiH](C)O[SiH](C)O1.[CH3:1][C@@H:2]1[c:27]([c:21]2[C:20](=O)[N:18]([CH3:19])[CH2:17][c:16]([c:11]3[c:6]4[cH:5][c:4]([c:9]([NH2:10])[n:8][cH:7]4)[O:3]1)[cH:15][cH:14][c:13]([S:28]([CH3:31])(=[O:30])=[O:29])[cH:12]3)[cH:26][c:24]([F:25])[cH:23][cH:22]2>>[CH3:1][C@@H:2]1[c:27]([c:21]2[CH2:20][N:18]([CH3:19])[CH2:17][c:16]([c:11]3[c:6]4[cH:5][c:4]([c:9]([NH2:10])[n:8][cH:7]4)[O:3]1)[cH:15][cH:14][c:13]([S:28]([CH3:31])(=[O:30])=[O:29])[cH:12]3)[cH:26][c:24]([F:25])[cH:23][cH:22]2.